This data is from the Open Reaction Database (ORD), a public repository of structured organic reaction records. The task is: describe an organic reaction: reactants, conditions, products, and yield The reactants are OC1=CC(=C(C=C1C)NC(OC(C)(C)C)=O)C (tert-butyl (4-hydroxy-2,5-dimethylphenyl)carbamate), CI (methyl iodide), C([O-])([O-])=O.[K+].[K+] (potassium carbonate). Solvent: O (water), CN(C=O)C (N,N-dimethylformamide). Conditions: time 3 hour. Product: COC1=CC(=C(C=C1C)NC(OC(C)(C)C)=O)C (tert-Butyl (4-methoxy-2,5-dimethylphenyl)carbamate). Isolated yield 99.7%. Reaction SMILES: [OH:1][C:2]1[C:7]([CH3:8])=[CH:6][C:5]([NH:9][C:10](=[O:16])[O:11][C:12]([CH3:15])([CH3:14])[CH3:13])=[C:4]([CH3:17])[CH:3]=1.CI.[C:20](=O)([O-])[O-].[K+].[K+]>CN(C)C=O.O>[CH3:20][O:1][C:2]1[C:7]([CH3:8])=[CH:6][C:5]([NH:9][C:10](=[O:16])[O:11][C:12]([CH3:13])([CH3:14])[CH3:15])=[C:4]([CH3:17])[CH:3]=1 |f:2.3.4|. Reported procedure: To a solution of tert-butyl (4-hydroxy-2,5-dimethylphenyl)carbamate (1.25 g) and methyl iodide (1.12 g) in N,N-dimethylformamide (10.5 mL) was added potassium carbonate (1.46 g), and the mixture was stirred at room temperature for 3 hours. The reaction mixture was diluted with water and extracted with ethyl acetate. The organic layer was washed successively with water and saturated saline, dried over anhydrous sodium sulfate and concentrated under reduced pressure. The residue was purified by si... The reactants are ClC1=CC=C(C=C1)C1=NNCC1(C)C(=O)OC (3-(4-chlorophenyl)-4-carbomethoxy-4-methyl-4,5-dihydro-1H-pyrazole), FC(C1=CC=C(C=C1)N=C=O)(F)F (4-trifluoromethylphenyl isocyanate). Yields the product FC(C1=CC=C(C=C1)NC(=O)N1N=C(C(C1)(C)C(=O)OC)C1=CC=C(C=C1)Cl)(F)F (N-(4-trifluoromethylphenyl)-3-(4-chlorophenyl)-4-carbomethoxy-4-methyl-4,5-dihydro-1H-pyrazole-1-carboxamide). Yield: 95.0%. Reaction SMILES: [Cl:1][C:2]1[CH:7]=[CH:6][C:5]([C:8]2[C:12]([C:14]([O:16][CH3:17])=[O:15])([CH3:13])[CH2:11][NH:10][N:9]=2)=[CH:4][CH:3]=1.[F:18][C:19]([F:30])([F:29])[C:20]1[CH:25]=[CH:24][C:23]([N:26]=[C:27]=[O:28])=[CH:22][CH:21]=1>>[F:18][C:19]([F:29])([F:30])[C:20]1[CH:21]=[CH:22][C:23]([NH:26][C:27]([N:10]2[CH2:11][C:12]([C:14]([O:16][CH3:17])=[O:15])([CH3:13])[C:8]([C:5]3[CH:4]=[CH:3][C:2]([Cl:1])=[CH:7][CH:6]=3)=[N:9]2)=[O:28])=[CH:24][CH:25]=1. Reported procedure: 3-(4-chlorophenyl)-4-carbomethoxy-4-methyl-4,5-dihydro-1H-pyrazole (Example O) and 4-trifluoromethylphenyl isocyanate were reacted by substantially following the procedure given in Example D to give a 95% yield of N-(4-trifluoromethylphenyl)-3-(4-chlorophenyl)-4-carbomethoxy-4-methyl-4,5-dihydro-1H-pyrazole-1-carboxamide. NMR data was consistent with the structure. Reactants: CC=1NC=CC1 (2-methylpyrrole), N1=CC=CC=C1 (Pyridine), C(C(=O)Cl)(=O)Cl (oxalyl chloride), C(C)O (Ethanol). Solvent: C(Cl)Cl (methylene chloride), petroleum ether, C(Cl)Cl (methylene chloride), C(Cl)Cl (methylene chloride). Reaction conditions: time 15 minute. The product is C(C)OC(C(=O)C=1NC(=CC1)C)=O (5-methyl-2-pyrrolylglyoxylic acid ethyl ester). Reaction SMILES: [N:1]1[CH:6]=[CH:5][CH:4]=[CH:3][CH:2]=1.[C:7](Cl)(=[O:11])[C:8](Cl)=[O:9].CC1NC=CC=1.[CH2:19]([OH:21])[CH3:20]>C(Cl)Cl>[CH2:19]([O:21][C:7](=[O:11])[C:8]([C:6]1[NH:1][C:3]([CH3:2])=[CH:4][CH:5]=1)=[O:9])[CH3:20]. Reported procedure: Pyridine (8.80 g.) in dry methylene chloride (100 ml.) was added dropwise to a stirred solution of oxalyl chloride (13.96 g.) in dry methylene chloride (300 ml.) at -70° to give a white precipitate. The mixture was stirred at -70° for 15 minutes and then a solution of 2-methylpyrrole (8.10 g.) in dry methylene chloride (75 ml.) was added over 30 minutes. The mixture was stirred at -70° for a further 3 hours and then allowed to warm up to -20° giving a clear solution. Ethanol (25 ml.) was added a... Starting materials: ClC1=NC(=NC(=C1C#N)Cl)NC(C)C (4,6-dichloro-2-isopropylamino-5-pyrimidinecarbonitrile), C(C)NCC (diethylamine). Run in C(C)OCC (diethyl ether). Reaction conditions: time 1.5 hour. Product: ClC1=NC(=NC(=C1C#N)N(CC)CC)NC(C)C (4-chloro-6-diethylamino-2-isopropylamino-5-pyrimidinecarbonitrile). Yield: 50.2%. As a reaction SMILES: Cl[C:2]1[C:7]([C:8]#[N:9])=[C:6]([Cl:10])[N:5]=[C:4]([NH:11][CH:12]([CH3:14])[CH3:13])[N:3]=1.[CH2:15]([NH:17][CH2:18][CH3:19])[CH3:16]>C(OCC)C>[Cl:10][C:6]1[C:7]([C:8]#[N:9])=[C:2]([N:17]([CH2:18][CH3:19])[CH2:15][CH3:16])[N:3]=[C:4]([NH:11][CH:12]([CH3:14])[CH3:13])[N:5]=1. Procedure: To a stirred solution of 4.3 grams of 4,6-dichloro-2-isopropylamino-5-pyrimidinecarbonitrile in 125 ml of diethyl ether was added dropwise 2.6 grams of diethylamine. Upon complete addition, the reaction mixture was stirred at room temperature for 1.5 hours. The reaction mixture was washed with water. The diethyl ether layer was separated and dried over magnesium sufate. The mixture was filtered, and the filtrate was evaporated under reduced pressure to a residue. The residue was recrystallized f... Starting materials: ferrous chloride tetrahydrate, Cl (hydrochloric acid), OC1CC(N(C(C1)(C)C)O)(C)C (4-hydroxy-1-oxyl-2,2,6,6-tetramethylpiperidine), OO (hydrogen peroxide), OO (hydrogen peroxide), ferrous chloride tetrahydrate, Cl (hydrochloric acid), C(C)(C)(C)O (tert-butyl alcohol), ferrous chloride tetrahydrate, Cl (hydrochloric acid). The solvent is O (water), O (water), O (water), O (water). Reaction conditions: time 8 hour. Yields the product OC1CC(N(C(C1)(C)C)OCC(C)(C)O)(C)C (4-Hydroxy-1-(2-hydroxy-2-methylpropoxy)-2,2,6,6-tetramethylpiperidine). The yield is 87.0%. Reaction SMILES: [OH:1][CH:2]1[CH2:7][C:6]([CH3:9])([CH3:8])[N:5]([OH:10])[C:4]([CH3:12])([CH3:11])[CH2:3]1.OO.Cl.[C:16]([OH:20])([CH3:19])([CH3:18])[CH3:17]>O>[OH:1][CH:2]1[CH2:7][C:6]([CH3:8])([CH3:9])[N:5]([O:10][CH2:17][C:16]([OH:20])([CH3:19])[CH3:18])[C:4]([CH3:12])([CH3:11])[CH2:3]1. Reported procedure: A solution of 34.5 g (200 mmol) of 4-hydroxy-1-oxyl-2,2,6,6-tetramethylpiperidine dissolved in 75 mL of water and a solution of 49.5 g (0.73 mol) of 50% aqueous hydrogen peroxide are added simultaneously over seven hours at 40° C. to a mixture of 1.61 g (8.1 mmol) of ferrous chloride tetrahydrate, 50 mL of water, 1.6 mL of 37% hydrochloric acid and 390 mL of tert-butyl alcohol. About four hours into the addition, a solution of 0.22 g (1.1 mmol) of ferrous chloride tetrahydrate, 0.2 mL of 37% hyd... Reactants: [Br-], C[Mg+], CC(=NS(=O)CC(C)C)C(Cc1ccc(Cl)cc1Cl)c1ccc(Cl)cc1, ClCCl. The product is CC(C)CS(=O)NC(C)C(Cc1ccc(Cl)cc1Cl)c1ccc(Cl)cc1. As a reaction SMILES: [Br-:27].[CH3:28][Mg+:29].[Cl:1][c:2]1[c:3]([CH2:9][CH:10]([C:11]([CH3:12])=[N:13][S:14](=[O:15])[CH2:16][CH:17]([CH3:18])[CH3:19])[c:20]2[cH:21][cH:22][c:23]([Cl:26])[cH:24][cH:25]2)[cH:4][cH:5][c:6]([Cl:8])[cH:7]1.[Cl:30][CH2:31][Cl:32]>>[Cl:1][c:2]1[c:3]([CH2:9][CH:10]([CH:11]([CH3:12])[NH:13][S:14](=[O:15])[CH2:16][CH:17]([CH3:18])[CH3:19])[c:20]2[cH:21][cH:22][c:23]([Cl:26])[cH:24][cH:25]2)[cH:4][cH:5][c:6]([Cl:8])[cH:7]1. Starting materials: ClC1=C(COC(NC=2C=NN(C2)CC=2N=C(SC2)C(C)O)=O)C=CC=C1 ({1-[2-(1-hydroxy-ethyl)-thiazol-4-ylmethyl]-1H-pyrazol-4-yl}-carbamic acid 2-chloro-benzyl ester), N#N (N2). The reagents and catalysts are O=[Mn]=O (MnO2). The solvent is C(=O)(C)C#N (AcCN). Reaction conditions: time 8 hour. Yields the product ClC1=C(COC(NC=2C=NN(C2)CC=2N=C(SC2)C(C)=O)=O)C=CC=C1 ([1-(2-Acetyl-thiazol-4-ylmethyl)-1H-pyrazol-4-yl]-carbamic acid 2-chloro-benzyl ester). RXN SMILES: N#N.[Cl:3][C:4]1[CH:28]=[CH:27][CH:26]=[CH:25][C:5]=1[CH2:6][O:7][C:8](=[O:24])[NH:9][C:10]1[CH:11]=[N:12][N:13]([CH2:15][C:16]2[N:17]=[C:18]([CH:21]([OH:23])[CH3:22])[S:19][CH:20]=2)[CH:14]=1>C(C#N)(C)=O.O=[Mn]=O>[Cl:3][C:4]1[CH:28]=[CH:27][CH:26]=[CH:25][C:5]=1[CH2:6][O:7][C:8](=[O:24])[NH:9][C:10]1[CH:11]=[N:12][N:13]([CH2:15][C:16]2[N:17]=[C:18]([C:21](=[O:23])[CH3:22])[S:19][CH:20]=2)[CH:14]=1. Procedure: In a flame dried round-bottomed flask equipped with a magnetic stir bar and under inert atmosphere (N2), a solution of {1-[2-(1-hydroxy-ethyl)-thiazol-4-ylmethyl]-1H-pyrazol-4-yl}-carbamic acid 2-chloro-benzyl ester in AcCN (1.0 mL) was treated at rt with MnO2 (49.2 mg, 0.51 mmol) and the reaction mixture was stirred at rt overnight before being filtered through Celite to give the title compound as a brown foam. LC-MS-conditions 02: tR=0.98 min; [M+H]+=390.98. The reactants are Cl (hydrogen chloride), C(=O)(O)C1=CC=C(C=C1)S(=O)(=O)N (p-carboxybenzenesulfonamide), methyl ester, Cl (hydrogen chloride). Run in C(CCCC)O (n-pentanol). Product: C(CCCC)OC(C1=CC=C(C=C1)S(=O)(=O)N)=O (4-(Aminosulfonyl)benzoic acid pentyl ester). Reaction SMILES: [C:1]([C:4]1[CH:9]=[CH:8][C:7]([S:10]([NH2:13])(=[O:12])=[O:11])=[CH:6][CH:5]=1)([OH:3])=[O:2].Cl>C(O)CCCC>[CH2:6]([O:2][C:1](=[O:3])[C:4]1[CH:9]=[CH:8][C:7]([S:10]([NH2:13])(=[O:12])=[O:11])=[CH:6][CH:5]=1)[CH2:5][CH2:4][CH2:9][CH3:8]. Reported procedure: A slurry of 32.1 g (0.15 mole) of p-carboxybenzenesulfonamide, methyl ester in 400 ml of n-pentanol was treated with 25 g of anhydrous hydrogen chloride and the mixture was heated at reflux temperature for 4 hr. The reaction was again treated by the slow addition of anhydrous hydrogen chloride during 8 hr of slow distillation. Approximately 150 ml of distillate was collected. The distillate was replaced in the reaction mixture with 150 ml of n-pentanol and the solution was heated at reflux for 6... Reactants: BrC1=CC=C(CNC2=C(C=C(C=C2)O)[N+](=O)[O-])C=C1 (4-((4-bromobenzyl)amino)-3-nitrophenol), O.O.Cl[Sn]Cl (SnCl2.2H2O). The solvent is C(C)O (ethanol). Run at temperature 90 celsius, time 1 hour. The product is NC=1C=C(C=CC1NCC1=CC=C(C=C1)Br)O (3-Amino-4-((4-bromobenzyl)amino)phenol). As a reaction SMILES: [Br:1][C:2]1[CH:19]=[CH:18][C:5]([CH2:6][NH:7][C:8]2[CH:13]=[CH:12][C:11]([OH:14])=[CH:10][C:9]=2[N+:15]([O-])=O)=[CH:4][CH:3]=1.O.O.Cl[Sn]Cl>C(O)C>[NH2:15][C:9]1[CH:10]=[C:11]([OH:14])[CH:12]=[CH:13][C:8]=1[NH:7][CH2:6][C:5]1[CH:18]=[CH:19][C:2]([Br:1])=[CH:3][CH:4]=1 |f:1.2.3|. Reported procedure: To a solution of 4-((4-bromobenzyl)amino)-3-nitrophenol (20 g, 63 mmol) in ethanol (200 mL) was added SnCl2.2H2O (71 g, 314 mmol) and the resulting mixture stirred at 90° C. for 1 h. The mixture was cooled to RT and concentrated to dryness. The aqueous residue was then treated with sat. aq. NaHCO3 to ˜pH 7 and extracted with DCM (5×1 L). The organics were combined, dried (Na2SO4), filtered and concentrated to dryness. The residue was purified by FCC to afford the title compound. 1H NMR (300 MHz,... The reactants are CNc1nc(-c2cccc(NC(=O)c3ccc(C(=O)O)c(C)c3)c2)c2cc(OC)c(OC)cc2n1, CS(C)=O, CC(C)O, CS(=O)(=O)O. Yields the product CNc1nc(-c2cccc(NC(=O)c3ccc(C(=O)O)c(C)c3)c2)c2cc(OC)c(OC)cc2n1, CS(=O)(=O)O. Reaction SMILES: [CH3:10][c:11]1[c:12]([C:13](=[O:14])[OH:15])[cH:16][cH:17][c:18]([C:20](=[O:21])[NH:22][c:23]2[cH:24][c:25](-[c:29]3[n:30][c:31]([NH:43][CH3:44])[n:32][c:33]4[cH:34][c:35]([O:41][CH3:42])[c:36]([O:39][CH3:40])[cH:37][c:38]34)[cH:26][cH:27][cH:28]2)[cH:19]1.[CH3:1][S:2](=[O:3])[CH3:4].[CH3:45][CH:46]([OH:47])[CH3:48].[CH3:5][S:6]([OH:7])(=[O:8])=[O:9]>>[CH3:10][c:11]1[c:12]([C:13](=[O:14])[OH:15])[cH:16][cH:17][c:18]([C:20](=[O:21])[NH:22][c:23]2[cH:24][c:25](-[c:29]3[n:30][c:31]([NH:43][CH3:44])[n:32][c:33]4[cH:34][c:35]([O:41][CH3:42])[c:36]([O:39][CH3:40])[cH:37][c:38]34)[cH:26][cH:27][cH:28]2)[cH:19]1.[CH3:5][S:6](=[O:7])(=[O:8])[OH:9].